This data is from the Open Reaction Database (ORD), a public repository of structured organic reaction records. The task is: describe an organic reaction: reactants, conditions, products, and yield The reactants are O=C(CC(=O)OCC1=CC=CC=C1)NC1=CC(=CC=C1)C(F)(F)F (Benzyl 3-oxo-3-{[3-(trifluoromethyl)phenyl]amino}propanoate), C(C)(=O)C(=CC1=CC=C(C#N)C=C1)C(C)=O (4-(2-Acetyl-3-oxobut-1-en-1-yl)benzonitrile), [F-].C(CCC)[N+](CCCC)(CCCC)CCCC (tetrabutylammonium fluoride), solution. Reaction SMILES: [O:1]=[C:2]([NH:14][C:15]1[CH:20]=[CH:19][CH:18]=[C:17]([C:21]([F:24])([F:23])[F:22])[CH:16]=1)[CH2:3][C:4]([O:6][CH2:7][C:8]1[CH:13]=[CH:12][CH:11]=[CH:10][CH:9]=1)=[O:5].[C:25]([C:28]([C:38](=[O:40])[CH3:39])=[CH:29][C:30]1[CH:37]=[CH:36][C:33]([C:34]#[N:35])=[CH:32][CH:31]=1)(=[O:27])[CH3:26].[F-].C([N+](CCCC)(CCCC)CCCC)CCC>O1CCCC1>[C:25]([CH:28]([C:38](=[O:40])[CH3:39])[CH:29]([C:30]1[CH:37]=[CH:36][C:33]([C:34]#[N:35])=[CH:32][CH:31]=1)[CH:3]([C:2]([NH:14][C:15]1[CH:20]=[CH:19][CH:18]=[C:17]([C:21]([F:22])([F:23])[F:24])[CH:16]=1)=[O:1])[C:4]([O:6][CH2:7][C:8]1[CH:9]=[CH:10][CH:11]=[CH:12][CH:13]=1)=[O:5])(=[O:27])[CH3:26] |f:2.3|. The solvent is O1CCCC1 (tetrahydrofuran), O1CCCC1 (tetrahydrofuran). Run at time 2 hour. The product is C(C)(=O)C(C(C(C(=O)OCC1=CC=CC=C1)C(=O)NC1=CC(=CC=C1)C(F)(F)F)C1=CC=C(C=C1)C#N)C(C)=O (Benzyl 4-acetyl-3-(4-cyanophenyl)-5-oxo-2-({[3-(trifluoromethyl)phenyl]amino}carbonyl)hexanoate). Procedure: To a stirred solution of benzyl 3-oxo-3-{[3-(trifluoromethyl)phenyl]amino}propanoate (6.7 g, 19.2 mmol) (Example 3A) and 4-(2-acetyl-3-oxobut-1-en-1-yl)benzonitrile (4.2 g, 19.2 mmol) (Example 4A) in tetrahydrofuran (140 ml) is added tetrabutylammonium fluoride (9.9 ml of a 1 M solution in tetrahydrofuran). The reaction is stirred for 2 hours at room temperature, then concentrated in vacuo and chromatographed over silica gel 60 with cyclohexane/ethyl acetate mixtures as eluent. The product is is... Reactants: CN1CCNCC1 (1-Methylpiperazine), COC1=C(C(=O)O)C=C(C(=C1)[N+](=O)[O-])[N+](=O)[O-] (2-methoxy-4,5-dinitrobenzoic acid), CN1CCNCC1 (1-methylpiperazine). Run in O (water). Run at temperature 50 celsius, time 3 hour. Product: COC1=C(C(=O)O)C=C(C(=C1)N1CCN(CC1)C)[N+](=O)[O-] (2-Methoxy-4-(4-methylpiperazin-1-yl)-5-nitrobenzoic acid). Yield: 76.7%. As a reaction SMILES: [CH3:1][N:2]1[CH2:7][CH2:6]N[CH2:4][CH2:3]1.[CH3:8][O:9][C:10]1[CH:18]=[C:17]([N+:19]([O-])=O)[C:16]([N+:22]([O-:24])=[O:23])=[CH:15][C:11]=1[C:12]([OH:14])=[O:13]>O>[CH3:8][O:9][C:10]1[CH:18]=[C:17]([N:19]2[CH2:6][CH2:7][N:2]([CH3:1])[CH2:3][CH2:4]2)[C:16]([N+:22]([O-:24])=[O:23])=[CH:15][C:11]=1[C:12]([OH:14])=[O:13]. Procedure: 1-Methylpiperazine (0.962 mL, 8.67 mmol) was added to a suspension of 2-methoxy-4,5-dinitrobenzoic acid (2.0 g, 8.26 mmol) in water (5 mL). The mixture was heated at 50° C. for 1.5 h then 75° C. for 3 h. A further 0.5 equivalents of 1-methylpiperazine was added and the mixture was heated overnight. The mixture was then allowed to cool and stand. A crystalline solid formed which was collected by filtration, washed with water and then dried on the filter to give the title compound (1.87 g, 77%) as...